This data is from the Open Reaction Database (ORD), a public repository of structured organic reaction records. The task is: describe an organic reaction: reactants, conditions, products, and yield The reactants are BrCC(=O)NC1=NC(=NC(=C1)Cl)C1=CC=CC=C1 (2-bromo-N-(6-chloro-2-phenylpyrimidin-4-yl)acetamide), C1(=CC=CC=C1)/C=C/CN1CCNCC1 ([(2E)-3-phenylprop-2-enyl]piperazine), C(C)(C)N(C(C)C)CC (N,N-diisopropylethylamine), C(C)#N (acetonitrile). Conditions: time 3 hour. The product is C(C)(C)(C)C1=CC=C(CN2CCN(CC2)CC(=O)NC2=NC(=NC(=C2)Cl)C2=CC=CC=C2)C=C1 (2-[4-(4-tert-Butylbenzyl)piperazin-1-yl]-N-(6-chloro-2-phenylpyrimidin-4-yl)acetamide). RXN SMILES: Br[CH2:2][C:3]([NH:5][C:6]1[CH:11]=[C:10]([Cl:12])[N:9]=[C:8]([C:13]2[CH:18]=[CH:17][CH:16]=[CH:15][CH:14]=2)[N:7]=1)=[O:4].[C:19]1(/[CH:25]=[CH:26]/[CH2:27][N:28]2[CH2:33][CH2:32][NH:31][CH2:30][CH2:29]2)[CH:24]=[CH:23][CH:22]=CC=1.C(N(CC)[CH:38]([CH3:40])[CH3:39])(C)C.[C:43](#N)C>>[C:38]([C:24]1[CH:23]=[CH:22][C:26]([CH2:27][N:28]2[CH2:29][CH2:30][N:31]([CH2:2][C:3]([NH:5][C:6]3[CH:11]=[C:10]([Cl:12])[N:9]=[C:8]([C:13]4[CH:18]=[CH:17][CH:16]=[CH:15][CH:14]=4)[N:7]=3)=[O:4])[CH2:32][CH2:33]2)=[CH:25][CH:19]=1)([CH3:40])([CH3:43])[CH3:39]. Procedure details: To a stirred solution of 2-bromo-N-(6-chloro-2-phenylpyrimidin-4-yl)acetamide (0.80 g in 40 ml acetonitrile) was added [(2E)-3-phenylprop-2-enyl]piperazine (0.50 g in 10 ml acetonitrile). After 3 hrs, N,N-diisopropylethylamine was added (428 μl in 10 ml acetonitrile) and the reaction stirred for a further 2 hrs after which time a precipitate of the title compound appeared. This was used crude in the next step. The reactants are C1CCNC1, COC(C)[Si](C)(C)C, Cc1ccc(F)cc1C1N(CCCCl)C(=O)CC(c2cccc(Cl)c2)C12C(=O)Nc1cc(Cl)ccc12, O=C(O)C(F)(F)F. Product: Cc1ccc(F)cc1C1N(CCCN2CCCC2)C(=O)CC(c2cccc(Cl)c2)C12C(=O)Nc1cc(Cl)ccc12. As a reaction SMILES: [CH2:45]1[CH2:46][CH2:47][NH:48][CH2:49]1.[CH3:1][O:2][CH:3]([Si:4]([CH3:5])([CH3:6])[CH3:7])[CH3:8].[Cl:9][c:10]1[cH:11][cH:12][c:13]2[c:17]([cH:18]1)[NH:16][C:15](=[O:19])[C:14]21[CH:20]([c:37]2[c:38]([CH3:44])[cH:39][cH:40][c:41]([F:43])[cH:42]2)[N:21]([CH2:33][CH2:34][CH2:35][Cl:36])[C:22](=[O:32])[CH2:23][CH:24]1[c:25]1[cH:26][c:27]([Cl:31])[cH:28][cH:29][cH:30]1.[OH:50][C:51]([C:52]([F:53])([F:54])[F:55])=[O:56]>>[Cl:9][c:10]1[cH:11][cH:12][c:13]2[c:17]([cH:18]1)[NH:16][C:15](=[O:19])[C:14]21[CH:20]([c:37]2[c:38]([CH3:44])[cH:39][cH:40][c:41]([F:43])[cH:42]2)[N:21]([CH2:33][CH2:34][CH2:35][N:48]2[CH2:47][CH2:46][CH2:45][CH2:49]2)[C:22](=[O:32])[CH2:23][CH:24]1[c:25]1[cH:26][c:27]([Cl:31])[cH:28][cH:29][cH:30]1.